This data is from the Open Reaction Database (ORD), a public repository of structured organic reaction records. The task is: describe an organic reaction: reactants, conditions, products, and yield The reactants are ice water, P(=O)(Cl)(Cl)Cl (Phosphorous oxychloride), CC(=O)C.C(=O)=O (acetone Drikold), C(#N)C1(CC2CCC(C1)N2CC(F)F)O (3-cyano-3-hydroxy-8-(2,2-difluoroethyl)-8-azabicyclo[3.2.1]octane), C([O-])([O-])=O.[Na+].[Na+] (sodium carbonate). Solvent: N1=CC=CC=C1 (pyridine). Run at temperature 55 celsius, time 24 hour. Yields the product C(#N)C1=CC2CCC(C1)N2CC(F)F (3-cyano-8-(2,2-difluoroethyl)-8-azabicyclo[3.2.1]oct-2-ene). The yield is 23.0%. Reaction SMILES: P(Cl)(Cl)(Cl)=O.CC(C)=O.C(=O)=O.[C:13]([C:15]1(O)[CH2:21][CH:20]2[N:22]([CH2:23][CH:24]([F:26])[F:25])[CH:17]([CH2:18][CH2:19]2)[CH2:16]1)#[N:14].C(=O)([O-])[O-].[Na+].[Na+]>N1C=CC=CC=1>[C:13]([C:15]1[CH2:16][CH:17]2[N:22]([CH2:23][CH:24]([F:26])[F:25])[CH:20]([CH2:19][CH2:18]2)[CH:21]=1)#[N:14] |f:1.2,4.5.6|. Procedure details: An oven-dried 50 ml 3-necked round bottom flask was fitted with a reflux condenser, thermometer and magnetic stirrer and an atmosphere of nitrogen was introduced. Phosphorous oxychloride (1.9 ml, 3.16 g, 24 mmol) and pyridine (14.7 ml) were charged and the mixture then cooled to −10° C. in an acetone/Drikold™ bath. 3-Cyano-3-hydroxy-8-(2,2-difluoroethyl)-8-azabicyclo[3.2.1]octane (2 g, assumed 9 mmol, from Step 2) was added in one portion and the resulting exotherm raised the reaction mass tempe... Starting materials: BrBr (bromine), C(C)(=O)NC(=O)NCC=1OC(=CC1)C(C)=O (1-acetyl-3-(5-acetylfuran-2-ylmethyl)urea). Run in ClCCl (dichloromethane), ClCCl (dichloromethane). Run at time 1.5 hour. Yields the product C(C)(=O)NC(=O)NCC=1OC(=CC1)C(CBr)=O (1-acetyl-3-[5-(bromoacetyl)furan-2-ylmethyl]urea). Reaction SMILES: [Br:1]Br.[C:3]([NH:6][C:7]([NH:9][CH2:10][C:11]1[O:12][C:13]([C:16](=[O:18])[CH3:17])=[CH:14][CH:15]=1)=[O:8])(=[O:5])[CH3:4]>ClCCl>[C:3]([NH:6][C:7]([NH:9][CH2:10][C:11]1[O:12][C:13]([C:16](=[O:18])[CH2:17][Br:1])=[CH:14][CH:15]=1)=[O:8])(=[O:5])[CH3:4]. Reported procedure: A solution of bromine (0.23 ml) in dichloromethane (5 ml) was dropwise added to a mixture of 1-acetyl-3-(5-acetylfuran-2-ylmethyl)urea (1.0 g) in dichloromethane (20 ml) at ambient temperature for 20 minutes and the mixture was stirred at the same temperature for 1.5 hours. The solvent was removed by concentration and residue was triturated with isopropyl ether to give 1-acetyl-3-[5-(bromoacetyl)furan-2-ylmethyl]urea (1.27 g). Reactants: O=C1NC(=O)c2ccccc21, CN(C)C=O, COc1c(CCl)n(C)c(=O)c2ccc(Cl)cc12, [K], O. Product: COc1c(CN2C(=O)c3ccccc3C2=O)n(C)c(=O)c2ccc(Cl)cc12. Reaction SMILES: [C:18]1(=[O:28])[c:19]2[c:20]([cH:24][cH:25][cH:26][cH:27]2)[C:21](=[O:23])[NH:22]1.[CH3:31][N:32]([CH3:33])[CH:34]=[O:35].[Cl:1][c:2]1[cH:3][c:4]2[c:5]([O:16][CH3:17])[c:6]([CH2:14][Cl:15])[n:7]([CH3:13])[c:8](=[O:12])[c:9]2[cH:10][cH:11]1.[K:29].[OH2:30]>>[Cl:1][c:2]1[cH:3][c:4]2[c:5]([O:16][CH3:17])[c:6]([CH2:14][N:22]3[C:18](=[O:28])[c:19]4[c:20]([cH:24][cH:25][cH:26][cH:27]4)[C:21]3=[O:23])[n:7]([CH3:13])[c:8](=[O:12])[c:9]2[cH:10][cH:11]1. Starting materials: ClC=1C=C(CN)C=CC1OC (3-chloro-4-methoxybenzylamine), ClC=1N=C(C2=C(N1)SC(=C2C)C)Cl (2,4-dichloro-5,6-dimethyl-thieno-[2,3-d]-pyrimidine). The product is ClC=1N=C(C2=C(N1)SC(=C2C)C)NCC2=CC(=C(C=C2)OC)Cl (2-chloro-5,6-dimethyl-4-(3-chloro-4-methoxybenzylamino)-thieno-[2,3-d]-pyrimidine). RXN SMILES: [Cl:1][C:2]1[CH:3]=[C:4]([CH:7]=[CH:8][C:9]=1[O:10][CH3:11])[CH2:5][NH2:6].[Cl:12][C:13]1[N:14]=[C:15](Cl)[C:16]2[C:21]([CH3:22])=[C:20]([CH3:23])[S:19][C:17]=2[N:18]=1>>[Cl:12][C:13]1[N:14]=[C:15]([NH:6][CH2:5][C:4]2[CH:7]=[CH:8][C:9]([O:10][CH3:11])=[C:2]([Cl:1])[CH:3]=2)[C:16]2[C:21]([CH3:22])=[C:20]([CH3:23])[S:19][C:17]=2[N:18]=1. Procedure details: Following the procedure of Example 1, the reaction of 3-chloro-4-methoxybenzylamine with 2,4-dichloro-5,6-dimethyl-thieno-[2,3-d]-pyrimidine yields 2-chloro-5,6-dimethyl-4-(3-chloro-4-methoxybenzylamino)-thieno-[2,3-d]-pyrimidine. Starting materials: CN(CCN(C)C)C (N,N,N′,N′-tetramethyl-ethane-1,2-diamine), C(C)(C)(C)OC(NCCCN(C(C)C1=CC=C(C=C1)B1OC(C(O1)(C)C)(C)C)C(=O)OC(C)(C)C)=O ([3-(tert-butoxycarbonyl-{1-[4-(4,4,5,5-tetramethyl-[1,3,2]dioxaborolan-2-yl)-phenyl]-ethyl}-amino)-propyl]-carbamic acid tert-butyl ester), NC1=NC(NC=C1I)=O (4-amino-5-iodo-1H-pyrimidin-2-one), CO (MeOH). Reagents/catalysts: CC(=O)[O-].CC(=O)[O-].[Cu+2] (Cu(OAc)2). Solvent: O (H2O). Run at time 48 hour. The product is C(C)(C)(C)OC(NCCCN(C(=O)OC(C)(C)C)C(C)C1=CC=C(C=C1)N1C(N=C(C(=C1)I)N)=O)=O ([3-({1-[4-(4-amino-5-iodo-2-oxo-2H-pyrimidin-1-yl)-phenyl]-ethyl}-tert-butoxycarbonyl-amino)-propyl]-carbamic acid tert-butyl ester). Isolated yield 86.9%. Reaction SMILES: [C:1]([O:5][C:6](=[O:36])[NH:7][CH2:8][CH2:9][CH2:10][N:11]([C:29]([O:31][C:32]([CH3:35])([CH3:34])[CH3:33])=[O:30])[CH:12]([C:14]1[CH:19]=[CH:18][C:17](B2OC(C)(C)C(C)(C)O2)=[CH:16][CH:15]=1)[CH3:13])([CH3:4])([CH3:3])[CH3:2].[NH2:37][C:38]1[C:43]([I:44])=[CH:42][NH:41][C:40](=[O:45])[N:39]=1.CO.CN(C)CCN(C)C>CC([O-])=O.CC([O-])=O.[Cu+2].O>[C:1]([O:5][C:6](=[O:36])[NH:7][CH2:8][CH2:9][CH2:10][N:11]([CH:12]([C:14]1[CH:15]=[CH:16][C:17]([N:41]2[CH:42]=[C:43]([I:44])[C:38]([NH2:37])=[N:39][C:40]2=[O:45])=[CH:18][CH:19]=1)[CH3:13])[C:29]([O:31][C:32]([CH3:34])([CH3:35])[CH3:33])=[O:30])([CH3:2])([CH3:3])[CH3:4] |f:4.5.6|. Procedure: Cu(OAc)2 (6.02 g, 33.13 mmol, 1.1 eq.) was added to a mixture of [3-(tert-butoxycarbonyl-{1-[4-(4,4,5,5-tetramethyl-[1,3,2]dioxaborolan-2-yl)-phenyl]-ethyl}-amino)-propyl]-carbamic acid tert-butyl ester (15.18 g, 30.12 mmol, 1 eq.), 4-amino-5-iodo-1H-pyrimidin-2-one (7.85 g, 33.13 mmol, 1.1 eq.), MeOH (400 mL) and H2O (100 mL), followed by N,N,N′,N′-tetramethyl-ethane-1,2-diamine (7.69 g, 66.26 mmol, 2.2 eq.). The Mixture was stirred at RT under air for 48 h (weekend) before concentrated to a vo...